This data is from the Open Reaction Database (ORD), a public repository of structured organic reaction records. The task is: describe an organic reaction: reactants, conditions, products, and yield Reactants: polyglycerol, OC(=O)CCCCCCCCC (capric acid), [OH-].[K+] (KOH). The solvent is O (water). Product: C(CCCCCCC)(=O)[O-].[O-]C(=O)CCCCCCCCC (caprylate caprate). RXN SMILES: [OH:1][C:2]([CH2:4][CH2:5][CH2:6][CH2:7][CH2:8][CH2:9][CH2:10][CH2:11][CH3:12])=[O:3].[OH-].[K+]>O>[C:2]([O-:3])(=[O:1])[CH2:4][CH2:5][CH2:6][CH2:7][CH2:8][CH2:9][CH3:10].[O-:3][C:2]([CH2:4][CH2:5][CH2:6][CH2:7][CH2:8][CH2:9][CH2:10][CH2:11][CH3:12])=[O:1] |f:1.2,4.5|. Procedure: While introducing nitrogen, 280 g of polyglycerol (hydroxyl number=1104 mg KOH/g) and 70.0 g of caprylic/capric acid (acid number=361 mg KOH/g) were stirred at 240° C. until an acid number of 0.5 mg KOH/g was reached. The water formed in the course of the reaction was distilled off continuously. After cooling to room temperature, the reaction product was in the form of a clear liquid.